This data is from the Open Reaction Database (ORD), a public repository of structured organic reaction records. The task is: describe an organic reaction: reactants, conditions, products, and yield The reactants are O=[O+][O-] (Ozone), C(C)(C)(C)OC(CN(CC=C(C)C)S(=O)(=O)C1=CC=C(C=C1)OC)=O ([(4-methoxybenzenesulfonyl)-(3-methyl-but-2-enyl)-amino]-acetic acid t-butyl ester), C1(=CC=CC=C1)P(C1=CC=CC=C1)C1=CC=CC=C1 (Triphenylphosphine). The solvent is C(Cl)Cl.CO (methylene chloride methanol). Run at time 3 hour. Product: C(C)(C)(C)OC(CN(CC=O)S(=O)(=O)C1=CC=C(C=C1)OC)=O ([(4-methoxybenzenesulfonyl)-(2-oxo-ethyl)-amino]-acetic acid t-butyl ester). As a reaction SMILES: [O:1]=[O+][O-].[C:4]([O:8][C:9](=[O:28])[CH2:10][N:11]([S:17]([C:20]1[CH:25]=[CH:24][C:23]([O:26][CH3:27])=[CH:22][CH:21]=1)(=[O:19])=[O:18])[CH2:12][CH:13]=C(C)C)([CH3:7])([CH3:6])[CH3:5].C1(P(C2C=CC=CC=2)C2C=CC=CC=2)C=CC=CC=1>C(Cl)Cl.CO>[C:4]([O:8][C:9](=[O:28])[CH2:10][N:11]([S:17]([C:20]1[CH:25]=[CH:24][C:23]([O:26][CH3:27])=[CH:22][CH:21]=1)(=[O:18])=[O:19])[CH2:12][CH:13]=[O:1])([CH3:5])([CH3:6])[CH3:7] |f:3.4|. Reported procedure: Ozone is passed through a solution of [(4-methoxybenzenesulfonyl)-(3-methyl-but-2-enyl)-amino]-acetic acid t-butyl ester (2.0 grams, 5.4 mmol) in methylene chloride-methanol (50 mL, ca. 1:1) at -78° C. until a blue color persisted. Triphenylphosphine (4.24 grams, 16.2 mmol) is added and the resulting solution is stirred at room temperature for 3 hours. Concentration provided the crude product which is purified by silica gel chromatography (elution with 1:1 ethyl acetate-hexanes) to provide [(4-m... The reactants are amine, BrCCCCBr (1,4-dibromobutane), [OH-].[Na+] (NaOH), Cl.C12(CC3CC(CC(C1)C3)C2)OC2=C(C=C(N)C=C2C)C (4-(1-adamantyloxy)-3,5-dimethylaniline hydrochloride), three, C(=O)([O-])[O-].[K+].[K+] (K2CO3). The solvent is O (water), C(C)O (ethanol). Product: C12(CC3CC(CC(C1)C3)C2)OC2=C(C=C(C=C2C)N2CCCC2)C (N-[4-(1-Adamantyloxy)-3,5-dimethylphenyl]-pyrrolidine). Reaction SMILES: Cl.[C:2]12([O:12][C:13]3[C:19]([CH3:20])=[CH:18][C:16]([NH2:17])=[CH:15][C:14]=3[CH3:21])[CH2:11][CH:6]3[CH2:7][CH:8]([CH2:10][CH:4]([CH2:5]3)[CH2:3]1)[CH2:9]2.[OH-].[Na+].Br[CH2:25][CH2:26][CH2:27][CH2:28]Br.C([O-])([O-])=O.[K+].[K+]>C(O)C.O>[C:2]12([O:12][C:13]3[C:14]([CH3:21])=[CH:15][C:16]([N:17]4[CH2:28][CH2:27][CH2:26][CH2:25]4)=[CH:18][C:19]=3[CH3:20])[CH2:9][CH:8]3[CH2:7][CH:6]([CH2:5][CH:4]([CH2:10]3)[CH2:3]1)[CH2:11]2 |f:0.1,2.3,5.6.7|. Procedure details: The amine obtained by washing a CH2Cl2 solution of 2.1 g. (6.82 mmole) of 4-(1-adamantyloxy)-3,5-dimethylaniline hydrochloride with three 25 ml. portions of 10% aq. NaOH followed by a water wash, drying (anhydrous MgSO4) and concentration, was combined with 1.47 g. (6.82 mmole) of 1,4-dibromobutane and 2.07 g. (15.0 mmole) of K2CO3 in 20 ml. of absolute ethanol and refluxed for approximately 18 hours. The reactants are aqueous solution, OO (hydrogen peroxide), aqueous solution, C(C)(=O)C1(C(CCCC1)=O)CCC(=O)OC(C)(C)C (2-acetyl-2-[2-(tert-butoxycarbonyl)ethyl]-cyclohexanone), OO (hydrogen peroxide). The reagents and catalysts are S(O)(O)(=O)=O (sulphuric acid). Solvent: C1(=CC=CC=C1)C (toluene). Conditions: time 68 hour. Product: C(C)(C)(C)OC(=O)CCC1(CCCC1)C(=O)O (1-[2-(tert-Butoxycarbonyl)ethyl]-1-cyclopentanecarboxylic acid). RXN SMILES: C([C:4]1([CH2:11][CH2:12][C:13]([O:15][C:16]([CH3:19])([CH3:18])[CH3:17])=[O:14])[CH2:9][CH2:8][CH2:7][CH2:6][C:5]1=[O:10])(=O)C.[OH:20]O>S(=O)(=O)(O)O.C1(C)C=CC=CC=1>[C:16]([O:15][C:13]([CH2:12][CH2:11][C:4]1([C:5]([OH:10])=[O:20])[CH2:9][CH2:8][CH2:7][CH2:6]1)=[O:14])([CH3:17])([CH3:18])[CH3:19]. Procedure details: To a solution of 2-acetyl-2-[2-(tert-butoxycarbonyl)ethyl]-cyclohexanone (see Preparations 1 and 2) (2.0 g, 7.45 mmol) and concentrated sulphuric acid (98% w/w, one drop) in toluene (6.0 ml) was added, dropwise, a 30% aqueous solution of hydrogen peroxide (1.05 ml, 9.31 mmol) at room temperature. The mixture was stirred for 68 hours at room temperature, treated with a further quantity of a 30% aqueous solution of hydrogen peroxide (0.4 ml, 3.72 mmol) and stirred for a further 16 hours at room te... The reactants are OCc1ccc(Cl)cc1Br, CN1CCC(=O)CC1. Product: CN1CCC(O)(c2cc(Cl)ccc2CO)CC1. RXN SMILES: [Br:1][c:2]1[c:3]([CH2:4][OH:5])[cH:6][cH:7][c:8]([Cl:10])[cH:9]1.[CH3:11][N:12]1[CH2:13][CH2:14][C:15](=[O:18])[CH2:16][CH2:17]1>>[c:2]1([C:15]2([OH:18])[CH2:14][CH2:13][N:12]([CH3:11])[CH2:17][CH2:16]2)[c:3]([CH2:4][OH:5])[cH:6][cH:7][c:8]([Cl:10])[cH:9]1. Reactants: C(C)(=O)O.O1CC=CC2=CC=CC=C12 (chromene acetate), [OH-].[Na+] (NaOH), Cl (HCl). Run in C(C)O (ethanol). Reaction conditions: temperature 60 celsius, time 90 minute. The product is O1CC=CC2=CC(=CC=C12)O (chromene-6-ol). Isolated yield 291.5%. As a reaction SMILES: C(O)(=[O:3])C.[O:5]1[C:14]2[C:9](=[CH:10][CH:11]=[CH:12][CH:13]=2)[CH:8]=[CH:7][CH2:6]1.[OH-].[Na+].Cl>C(O)C>[O:5]1[C:14]2[C:9](=[CH:10][C:11]([OH:3])=[CH:12][CH:13]=2)[CH:8]=[CH:7][CH2:6]1 |f:0.1,2.3|. Procedure details: A solution of the chromene acetate (1.0 g, 2.13 mmol) in ethanol (20 mL) was treated with 2 N NaOH (20 mL) and stirred at 60° C. for 90 min. The reaction mixture was cooled, acidified with 5 N HCl, and the ethanol was removed in vacuo. The resulting aqueous solution was extracted with ether and concentrated to a light yellow oil that was purified by silica gel chromatography eluting with ethyl acetate (15%, v/v) in hexanes. This yielded the desired chromene-6-ol intermediate as a colorless oil (... Reactants: CO, OC(CCl)CN1CCOCC1, N. The product is NCC(O)CN1CCOCC1, Cl. RXN SMILES: [CH3:13][OH:14].[Cl:1][CH2:2][CH:3]([CH2:4][N:5]1[CH2:6][CH2:7][O:8][CH2:9][CH2:10]1)[OH:11].[NH3:12]>>[CH2:2]([CH:3]([CH2:4][N:5]1[CH2:6][CH2:7][O:8][CH2:9][CH2:10]1)[OH:11])[NH2:12].[ClH:1]. The product is ClC=1C(=NN2C1C(=CC=C2)OC)CC (3-chloro-2-ethyl-4-methoxy-pyrazolo[1,5-a]pyridine). Solvent: CN(C)C=O (DMF). Reactants: C1CC(=O)N(C1=O)Cl (NCS), C(C)C1=NN2C(C(=CC=C2)OC)=C1 (2-ethyl-4-methoxy-pyrazolo[1,5-a]pyridine), O (water). Isolated yield 92.1%. Procedure details: The compound of Example 49 (2.07 g) was dissolved in DMF (60 mL). To this solution, NCS (1.88 g) was added and the mixture was stirred at room temperature for 5.5 hours. Subsequently, water was added and the mixture was extracted three times with ethyl acetate. The organic layer was washed with saturated brine and dried over sodium sulfate. Evaporation of the solvent under reduced pressure and purification by silica gel column chromatography (hexane:ethyl acetate=3:1) afforded the title compound... Conditions: time 5.5 hour. Reaction SMILES: [CH2:1]([C:3]1[CH:13]=[C:6]2[C:7]([O:11][CH3:12])=[CH:8][CH:9]=[CH:10][N:5]2[N:4]=1)[CH3:2].C1C(=O)N([Cl:21])C(=O)C1.O>CN(C=O)C>[Cl:21][C:13]1[C:3]([CH2:1][CH3:2])=[N:4][N:5]2[CH:10]=[CH:9][CH:8]=[C:7]([O:11][CH3:12])[C:6]=12. The reactants are C(C)(=O)OCC (ethyl acetate), FC(C(=O)O)(F)F (Trifluoroacetic acid), BrC1=CC(=C(CC2=NC=CC=C2OCOC)C=C1)F (2-(4-Bromo-2-fluorobenzyl)-3-(methoxymethoxy)pyridine), C(O)([O-])=O.[Na+] (sodium hydrogencarbonate). Run in C(Cl)Cl (methylene chloride). Conditions: time 8 hour. Yields the product BrC1=CC(=C(CC2=NC=CC=C2O)C=C1)F (2-(4-Bromo-2-fluorobenzyl)-3-pyridinol). Isolated yield 84.1%. RXN SMILES: FC(F)(F)C(O)=O.[Br:8][C:9]1[CH:25]=[CH:24][C:12]([CH2:13][C:14]2[C:19]([O:20]COC)=[CH:18][CH:17]=[CH:16][N:15]=2)=[C:11]([F:26])[CH:10]=1.C(=O)([O-])O.[Na+].C(OCC)(=O)C>C(Cl)Cl>[Br:8][C:9]1[CH:25]=[CH:24][C:12]([CH2:13][C:14]2[C:19]([OH:20])=[CH:18][CH:17]=[CH:16][N:15]=2)=[C:11]([F:26])[CH:10]=1 |f:2.3|. Procedure: Trifluoroacetic acid (1 ml) was added to the compound of Example B244 (134 mg, 0.411 mmol) in methylene chloride (4 ml), and this reaction mixture was stirred at room temperature overnight. After neutralizing the mixture with saturated aqueous sodium hydrogencarbonate, ethyl acetate was added. The ethyl acetate layer was washed with saturated brine and concentrated under reduced pressure. The residue was purified by silica gel column chromatography to give the title compound (97.5 mg). The reactants are CC(C)(C)OC(=O)N1CSCC1CNC(=O)C(F)(F)F, ClCCl, O=C(O)C(F)(F)F. Yields the product O=C(NCC1CSCN1)C(F)(F)F. As a reaction SMILES: [C:1]([O:2][C:3](=[O:4])[N:8]1[CH2:9][S:10][CH2:11][CH:12]1[CH2:13][NH:14][C:15]([C:16]([F:17])([F:18])[F:19])=[O:20])([CH3:5])([CH3:6])[CH3:7].[Cl:28][CH2:29][Cl:30].[F:21][C:22]([F:23])([F:24])[C:25]([OH:26])=[O:27]>>[NH:8]1[CH2:9][S:10][CH2:11][CH:12]1[CH2:13][NH:14][C:15]([C:16]([F:17])([F:18])[F:19])=[O:20].